This data is from the Open Reaction Database (ORD), a public repository of structured organic reaction records. The task is: describe an organic reaction: reactants, conditions, products, and yield RXN SMILES: [CH3:30][O-:31].[CH3:33][OH:34].[Cl:1][c:2]1[cH:3][c:4]2[c:5]([cH:28][cH:29]1)-[c:6]1[c:7]([c:18]([C:22](=[O:23])[C:24]([Cl:25])([Cl:26])[Cl:27])[nH:19][c:20]1[CH3:21])[CH2:8][N:9]=[C:10]2[c:11]1[c:12]([F:17])[cH:13][cH:14][cH:15][cH:16]1.[Na+:32]>>[Cl:1][c:2]1[cH:3][c:4]2[c:5]([cH:28][cH:29]1)-[c:6]1[c:7]([c:18]([C:22](=[O:23])[O:31][CH3:30])[nH:19][c:20]1[CH3:21])[CH2:8][N:9]=[C:10]2[c:11]1[c:12]([F:17])[cH:13][cH:14][cH:15][cH:16]1. The reactants are C[O-], CO, Cc1[nH]c(C(=O)C(Cl)(Cl)Cl)c2c1-c1ccc(Cl)cc1C(c1ccccc1F)=NC2, [Na+]. Yields the product COC(=O)c1[nH]c(C)c2c1CN=C(c1ccccc1F)c1cc(Cl)ccc1-2.